Dataset: the Open Reaction Database (ORD), a public repository of structured organic reaction records. Task: describe an organic reaction: reactants, conditions, products, and yield Reactants: FC=1C=C2C=C(NC2=CC1)C(CC)Br (5-fluoro-indolyl-3-propylbromide), [N-]=[N+]=[N-].[Na+] (sodium azide), O (water). The solvent is CN(C=O)C (N,N-dimethylformamide). Run at temperature 60 celsius, time 18 hour. Yields the product FC=1C=C2C=C(NC2=CC1)C(CC)N=[N+]=[N-] (5-Fluoro-indolyl-3-propylazide). Isolated yield 90.5%. RXN SMILES: [F:1][C:2]1[CH:3]=[C:4]2[C:8](=[CH:9][CH:10]=1)[NH:7][C:6]([CH:11](Br)[CH2:12][CH3:13])=[CH:5]2.[N-:15]=[N+:16]=[N-:17].[Na+].O>CN(C)C=O>[F:1][C:2]1[CH:3]=[C:4]2[C:8](=[CH:9][CH:10]=1)[NH:7][C:6]([CH:11]([N:15]=[N+:16]=[N-:17])[CH2:12][CH3:13])=[CH:5]2 |f:1.2|. Reported procedure: A solution of 5-fluoro-indolyl-3-propylbromide (10.67 g, 41 mmol) and sodium azide (3.9 g, 60 mmol) in anhydrous N,N-dimethylformamide (60 ml) was allowed to stir at 60° C. for 18 hours. The mixture was poured into water (150 ml), extracted with methylene chloride (3×150 ml), washed with water (3×100 ml). The organic layer was dried over sodium sulfate, filtered and the solvent was removed under vacuurml Chromatography (30% ethyl acetate-hexanes) afforded 8.10 g (89%) of product as a clear oil. Yields the product BrC1=CC=C2C(=NN(C2=C1)CC1=C(C=CC=C1Cl)Cl)C (6-bromo-1-(2,6-dichlorobenzyl)-3-methyl-1H-indazole). RXN SMILES: [Br:1][C:2]1[CH:10]=[C:9]2[C:5]([C:6]([CH3:11])=[N:7][NH:8]2)=[CH:4][CH:3]=1.[Cl:12][C:13]1[CH:20]=[CH:19][CH:18]=[C:17]([Cl:21])[C:14]=1[CH2:15]Cl.C(N1C2C(=CC=C(C(O)=O)C=2)C=C1)C1C=CC=CC=1>>[Br:1][C:2]1[CH:10]=[C:9]2[C:5]([C:6]([CH3:11])=[N:7][N:8]2[CH2:15][C:14]2[C:13]([Cl:12])=[CH:20][CH:19]=[CH:18][C:17]=2[Cl:21])=[CH:4][CH:3]=1. Yield: 62.0%. Reported procedure: The titled compound (10.4 g) as a white solid was prepared from the 6-bromo-3-methyl-1H-indazole (9.57 g) obtained with the method described in the document (JP 2009-528363 W) and 2,6-dichlorobenzyl chloride (9.79 g) according to the method of the process (1) of Example 66. Reactants: BrC1=CC=C2C(=NNC2=C1)C (6-bromo-3-methyl-1H-indazole), ClC1=C(CCl)C(=CC=C1)Cl (2,6-dichlorobenzyl chloride), C(C1=CC=CC=C1)N1C=CC2=CC=C(C=C12)C(=O)O (1-benzyl-1H-indole-6-carboxylic acid).